This data is from the Open Reaction Database (ORD), a public repository of structured organic reaction records. The task is: describe an organic reaction: reactants, conditions, products, and yield The reactants are CCN(c1nc(C)cc(CO)n1)c1ccc(C(C)C)cc1Br, CS(=O)(=O)Cl, ClCCl. Product: CCN(c1nc(C)cc(COS(C)(=O)=O)n1)c1ccc(C(C)C)cc1Br. Reaction SMILES: [Br:1][c:2]1[c:3]([N:11]([c:12]2[n:13][c:14]([CH3:20])[cH:15][c:16]([CH2:18][OH:19])[n:17]2)[CH2:21][CH3:22])[cH:4][cH:5][c:6]([CH:8]([CH3:9])[CH3:10])[cH:7]1.[CH3:23][S:24]([Cl:25])(=[O:26])=[O:27].[Cl:28][CH2:29][Cl:30]>>[Br:1][c:2]1[c:3]([N:11]([c:12]2[n:13][c:14]([CH3:20])[cH:15][c:16]([CH2:18][O:19][S:24]([CH3:23])(=[O:26])=[O:27])[n:17]2)[CH2:21][CH3:22])[cH:4][cH:5][c:6]([CH:8]([CH3:9])[CH3:10])[cH:7]1. Reactants: ClC1=CC=C(C=C1)C1=C(N=CC(=N1)C(=O)O)O[C@H](C(F)(F)F)C ((S)-6-(4-chlorophenyl)-5-(1,1,1-trifluoropropan-2-yloxy)pyrazine-2-carboxylic acid), N1=C(C=CC=C1)CN (2-pyridinemethanamine). Yields the product ClC1=CC=C(C=C1)C1=C(N=CC(=N1)C(=O)NCC1=NC=CC=C1)O[C@H](C(F)(F)F)C ((S)-6-(4-chlorophenyl)-N-(pyridin-2-ylmethyl)-5-(1,1,1-trifluoropropan-2-yloxy)pyrazine-2-carboxamide). As a reaction SMILES: [Cl:1][C:2]1[CH:7]=[CH:6][C:5]([C:8]2[N:13]=[C:12]([C:14]([OH:16])=O)[CH:11]=[N:10][C:9]=2[O:17][C@@H:18]([CH3:23])[C:19]([F:22])([F:21])[F:20])=[CH:4][CH:3]=1.[N:24]1[CH:29]=[CH:28][CH:27]=[CH:26][C:25]=1[CH2:30][NH2:31]>>[Cl:1][C:2]1[CH:7]=[CH:6][C:5]([C:8]2[N:13]=[C:12]([C:14]([NH:31][CH2:30][C:25]3[CH:26]=[CH:27][CH:28]=[CH:29][N:24]=3)=[O:16])[CH:11]=[N:10][C:9]=2[O:17][C@@H:18]([CH3:23])[C:19]([F:21])([F:20])[F:22])=[CH:4][CH:3]=1. Procedure details: The title compound was synthesized in analogy to Example 1 using (S)-6-(4-chlorophenyl)-5-(1,1,1-trifluoropropan-2-yloxy)pyrazine-2-carboxylic acid (example AH) and 2-pyridinemethanamine (CAN 3731-51-9) as starting materials; MS (ESI): 437.1 (M+H)+. Reactants: OC1=CC=C(C=O)C=C1 (4-Hydroxybenzaldehyde), [H-].[Na+] (sodium hydride), O (water), FC(CI)(F)F (Trifluoroethyl iodide). Run in CS(=O)C (dimethylsulfoxide), CS(=O)C (dimethylsulfoxide). Run at temperature 0 celsius, time 15 minute. Yields the product FC(COC1=CC=C(C=O)C=C1)(F)F (4-(2,2,2-trifluoroethoxyl)benzaldehyde). The yield is 24.5%. Reaction SMILES: [H-].[Na+].[OH:3][C:4]1[CH:11]=[CH:10][C:7]([CH:8]=[O:9])=[CH:6][CH:5]=1.[F:12][C:13]([F:17])([F:16])[CH2:14]I.O>CS(C)=O>[F:12][C:13]([F:17])([F:16])[CH2:14][O:3][C:4]1[CH:11]=[CH:10][C:7]([CH:8]=[O:9])=[CH:6][CH:5]=1 |f:0.1|. Procedure: To sodium hydride (60% in oil, 240 mg, 6.0 mmol) 0° C. was added 2 mL anhydrous dimethylsulfoxide. The resulting suspension was stirred for 15 minutes at 0° C. 4-Hydroxybenzaldehyde (610 mg, 5.0 mmol) was added dropwise as a solution in 2 mL dimethylsulfoxide and the resulting mixture stirred for 30 minutes at 0° C. Trifluoroethyl iodide (1.5 mL, 15.24 mmol) was added and the reaction mixture was heated to 55° C. for 24 h. The reaction mixture was cooled to room temperature and poured into water...